The task is: describe an organic reaction: reactants, conditions, products, and yield. This data is from the Open Reaction Database (ORD), a public repository of structured organic reaction records. The reactants are CC(C)=CCCC(C)=CCCC(C)=CCCO, O, Cc1ccc(S(=O)(=O)Cl)cc1, c1ccncc1. The product is CC(C)=CCCC(C)=CCCC(C)=CCCOS(=O)(=O)c1ccc(C)cc1. RXN SMILES: [CH3:12][C:13](=[CH:14][CH2:15][CH2:16][OH:17])[CH2:18][CH2:19][CH:20]=[C:21]([CH2:22][CH2:23][CH:24]=[C:25]([CH3:26])[CH3:27])[CH3:28].[OH2:29].[S:1](=[O:2])(=[O:3])([c:4]1[cH:5][cH:6][c:7]([CH3:8])[cH:9][cH:10]1)[Cl:11].[cH:30]1[cH:31][cH:32][n:33][cH:34][cH:35]1>>[S:1](=[O:2])(=[O:3])([c:4]1[cH:5][cH:6][c:7]([CH3:8])[cH:9][cH:10]1)[O:17][CH2:16][CH2:15][CH:14]=[C:13]([CH3:12])[CH2:18][CH2:19][CH:20]=[C:21]([CH2:22][CH2:23][CH:24]=[C:25]([CH3:26])[CH3:27])[CH3:28]. Reactants: NS(=O)(=O)c1cc(C(=O)O)cc([N+](=O)[O-])c1Nc1ccc(Cl)cc1, N, [Na+], [Na+], O, O=S([O-])S(=O)[O-]. The product is Nc1cc(C(=O)O)cc(S(N)(=O)=O)c1Nc1ccc(Cl)cc1. Reaction SMILES: [Cl:1][c:2]1[cH:3][cH:4][c:5]([NH:6][c:7]2[c:8]([N+:20]([O-:21])=[O:22])[cH:9][c:10]([C:11](=[O:12])[OH:13])[cH:14][c:15]2[S:16]([NH2:17])(=[O:18])=[O:19])[cH:23][cH:24]1.[NH3:25].[Na+:32].[Na+:33].[OH2:34].[S:26]([S:27]([O-:28])=[O:29])([O-:30])=[O:31]>>[Cl:1][c:2]1[cH:3][cH:4][c:5]([NH:6][c:7]2[c:8]([NH2:20])[cH:9][c:10]([C:11](=[O:12])[OH:13])[cH:14][c:15]2[S:16]([NH2:17])(=[O:18])=[O:19])[cH:23][cH:24]1. The reactants are C(C1=CC=CC=C1)(=O)C=1C=C(C=CC1)CC(=O)O (m-benzoyl-phenyl acetic acid), S(=O)(Cl)Cl (thionyl chloride). Yields the product C(C1=CC=CC=C1)(=O)C=1C=C(C=CC1)CC(=O)Cl (m-benzoyl-phenyl-acetic acid chloride). RXN SMILES: [C:1]([C:9]1[CH:10]=[C:11]([CH2:15][C:16]([OH:18])=O)[CH:12]=[CH:13][CH:14]=1)(=[O:8])[C:2]1[CH:7]=[CH:6][CH:5]=[CH:4][CH:3]=1.S(Cl)([Cl:21])=O>>[C:1]([C:9]1[CH:10]=[C:11]([CH2:15][C:16]([Cl:21])=[O:18])[CH:12]=[CH:13][CH:14]=1)(=[O:8])[C:2]1[CH:7]=[CH:6][CH:5]=[CH:4][CH:3]=1. Procedure: 20 g of m-benzoyl-phenyl acetic acid (prepared by process of French Pat. No. 1,546,478) and 100 ml of thionyl chloride were refluxed for 3 hours and then evaporated to dryness. Excess thionyl chloride was removed by entrainment with benzene to obtain 21.47 g of m-benzoyl-phenyl-acetic acid chloride. The reactants are CCO, COCCCNC(=S)SC, NN, O. Yields the product COCCCNC(=S)NN. Reaction SMILES: [CH3:14][CH2:15][OH:16].[CH3:1][O:2][CH2:3][CH2:4][CH2:5][NH:6][C:7]([S:8][CH3:9])=[S:10].[NH2:12][NH2:13].[OH2:11]>>[CH3:1][O:2][CH2:3][CH2:4][CH2:5][NH:6][C:7](=[S:10])[NH:12][NH2:13]. Reactants: C(O)([O-])=O.[Na+] (sodium hydrogen carbonate), COC=1C(=C(N=NC1)C1=CC=NN1C1=CC=CC=C1)O (5-methoxy-3-(1-phenyl-1H-pyrazol-5-yl)pyridazin-4-ol), BrC=1C=NC=NC1 (5-bromopyrimidine), C([O-])([O-])=O.[K+].[K+] (potassium carbonate), COC1=CC=NC2=C3N=CC=C(C3=CC=C12)OC (4,7-dimethoxy-1,10-phenanthroline). The reagents and catalysts are [Cu]I (copper(I) iodide). Run in CS(=O)C (DMSO). Reaction conditions: temperature 110 celsius, time 40 hour. Product: COC=1C(C(=NN(C1)C=1C=NC=NC1)C1=CC=NN1C1=CC=CC=C1)=O (5-methoxy-3-(1-phenyl-1H-pyrazol-5-yl)-1-pyrimidin-5-ylpyridazin-4(1H)-one). Yield: 8.5%. RXN SMILES: [CH3:1][O:2][C:3]1[C:4]([OH:20])=[C:5]([C:9]2[N:13]([C:14]3[CH:19]=[CH:18][CH:17]=[CH:16][CH:15]=3)[N:12]=[CH:11][CH:10]=2)[N:6]=[N:7][CH:8]=1.Br[C:22]1[CH:23]=[N:24][CH:25]=[N:26][CH:27]=1.C(=O)([O-])[O-].[K+].[K+].COC1C2C(=C3C(=CC=2)C(OC)=CC=N3)N=CC=1.C(=O)([O-])O.[Na+]>CS(C)=O.[Cu]I>[CH3:1][O:2][C:3]1[C:4](=[O:20])[C:5]([C:9]2[N:13]([C:14]3[CH:19]=[CH:18][CH:17]=[CH:16][CH:15]=3)[N:12]=[CH:11][CH:10]=2)=[N:6][N:7]([C:22]2[CH:23]=[N:24][CH:25]=[N:26][CH:27]=2)[CH:8]=1 |f:2.3.4,6.7|. Procedure: A suspension of 5-methoxy-3-(1-phenyl-1H-pyrazol-5-yl)pyridazin-4-ol (100 mg), 5-bromopyrimidine (119 mg), potassium carbonate (155 mg), copper(I) iodide (14 mg) and 4,7-dimethoxy-1,10-phenanthroline (20 mg) in DMSO (2 mL) was stirred at 110° C. for 40 hr under an argon atmosphere. To the reaction mixture was added aqueous sodium hydrogen carbonate solution, and the mixture was extracted with ethyl acetate. The extract was dried over anhydrous sodium sulfate, and the solvent was evaporated under... Reactants: crude oil, O1C=NC=C1 (oxazole), B.C1CCOC1 (BH3.THF), CC(C)(C)S(=O)N=C1COC1 (2-methyl-N-(oxetan-3-ylidene)propane-2-sulfinamide), solution, Cl (hydrochloric acid), O1CCOCC1 (dioxane), [Li]CCCC (BuLi), ClC=1C(=CC(=NC1)C(=O)O)OCC1CC1 (5-Chloro-4-cyclopropylmethoxy-pyridine-2-carboxylic acid). The solvent is CO (methanol), C1CCOC1 (THF), C1CCOC1 (THF). Conditions: time 15 minute. The product is O1C(=NC=C1)C1(COC1)NC(=O)C1=NC=C(C(=C1)OCC1CC1)Cl (5-Chloro-4-cyclopropylmethoxy-pyridine-2-carboxylic acid (3-oxazol-2-yl-oxetan-3-yl)-amide). Reaction SMILES: [O:1]1[CH:5]=[CH:4][N:3]=[CH:2]1.B.C1COCC1.[Li]CCCC.CC(S([N:23]=[C:24]1[CH2:27][O:26][CH2:25]1)=O)(C)C.Cl.O1CCOCC1.[Cl:35][C:36]1[C:37]([O:45][CH2:46][CH:47]2[CH2:49][CH2:48]2)=[CH:38][C:39]([C:42](O)=[O:43])=[N:40][CH:41]=1>C1COCC1.CO>[O:1]1[CH:5]=[CH:4][N:3]=[C:2]1[C:24]1([NH:23][C:42]([C:39]2[CH:38]=[C:37]([O:45][CH2:46][CH:47]3[CH2:48][CH2:49]3)[C:36]([Cl:35])=[CH:41][N:40]=2)=[O:43])[CH2:25][O:26][CH2:27]1 |f:1.2|. Reported procedure: To a solution of oxazole (217 mg, 3.14 mmol) in 8 mL dry THF under argon at room temperature was added BH3.THF (3.14 ml, 3.14 mmol), the reaction mixture was stirred at room temperature for 15 minutes, cooled down to −75° C. followed by slow addition of BuLi (1.96 ml, 3.14 mmol). The resulting reaction mixture was stirred at −75° C. for 30 minutes and a solution of 2-methyl-N-(oxetan-3-ylidene)propane-2-sulfinamide (CAN 1158098-73-7, 0.5 g, 2.85 mmol) in 4 mL dry THF was added. The reaction mixt... Reactants: O=C([O-])O, CCCC[SnH](CCCC)CCCC, C=CCC1C(Cl)C(=O)N1C(C(=O)OC)=C(C)C, CCOC(C)=O, CC(C)(C#N)N=NC(C)(C)C#N, [Na+], c1ccccc1. As a reaction SMILES: [C:43](=[O:44])([OH:45])[O-:46].[CH2:18]([SnH:19]([CH2:20][CH2:21][CH2:22][CH3:23])[CH2:24][CH2:25][CH2:26][CH3:27])[CH2:28][CH2:29][CH3:30].[CH2:1]([CH:2]=[CH2:3])[CH:4]1[CH:5]([Cl:17])[C:6](=[O:16])[N:7]1[C:8]([C:9](=[O:10])[O:11][CH3:12])=[C:13]([CH3:14])[CH3:15].[CH3:54][CH2:55][O:56][C:57](=[O:58])[CH3:59].[N:31]([C:32]([CH3:33])([CH3:34])[C:35]#[N:36])=[N:37][C:38]([CH3:39])([CH3:40])[C:41]#[N:42].[Na+:47].[cH:48]1[cH:49][cH:50][cH:51][cH:52][cH:53]1>>[CH2:1]([CH:2]=[CH2:3])[CH:4]1[CH2:5][C:6](=[O:16])[N:7]1[C:8]([C:9](=[O:10])[O:11][CH3:12])=[C:13]([CH3:14])[CH3:15]. The product is C=CCC1CC(=O)N1C(C(=O)OC)=C(C)C.